describe an organic reaction: reactants, conditions, products, and yield From a dataset of the Open Reaction Database (ORD), a public repository of structured organic reaction records. The reactants are FC(C1=CC(=CC=C1)C1=CC=NC=2N1C=NC2C(=O)OCC)(F)F (ethyl 4-(α,α,α-trifluoro-m-tolyl)imidazo[1,5-a]pyrimidine-8-carboxylate), [H-].[Al+3].[Li+].[H-].[H-].[H-] (lithium aluminum hydride). The solvent is O1CCCC1 (tetrahydrofuran). The product is FC(C1=CC(=CC=C1)C1=CC=NC=2N1C=NC2CO)(F)F (4-(α,α,α-Trifluoro-m-tolyl)imidazo[1,5-a]pyrimidine-8-methanol). As a reaction SMILES: [F:1][C:2]([F:24])([F:23])[C:3]1[CH:8]=[CH:7][CH:6]=[C:5]([C:9]2[N:14]3[CH:15]=[N:16][C:17]([C:18](OCC)=[O:19])=[C:13]3[N:12]=[CH:11][CH:10]=2)[CH:4]=1.[H-].[Al+3].[Li+].[H-].[H-].[H-]>O1CCCC1>[F:23][C:2]([F:1])([F:24])[C:3]1[CH:8]=[CH:7][CH:6]=[C:5]([C:9]2[N:14]3[CH:15]=[N:16][C:17]([CH2:18][OH:19])=[C:13]3[N:12]=[CH:11][CH:10]=2)[CH:4]=1 |f:1.2.3.4.5.6|. Procedure details: A mixture of ethyl 4-(α,α,α-trifluoro-m-tolyl)imidazo[1,5-a]pyrimidine-8-carboxylate is reduced with lithium aluminum hydride in refluxing tetrahydrofuran to give the product of the example. Starting materials: COC=1C=C2C(CCC(C2=CC1C)=O)(C)C (6-methoxy-4,4,7-trimethyl-3,4-dihydro-2H-naphthalen-1-one), COC=1C=C2C(CCC(C2=CC1C)=O)(C)C (6-methoxy-4,4,7-trimethyl-3,4-dihydro-2H-naphthalen-1-one), CC[Mg+].[Br-] (EtMgBr). The product is C(C)C1=CCC(C2=CC(=C(C=C12)C)OC)(C)C (4-Ethyl-7-methoxy-1,1,6-trimethyl-1,2-dihydro-naphthalene). Isolated yield 39.6%. Reaction SMILES: [CH3:1][O:2][C:3]1[CH:4]=[C:5]2[C:10](=[CH:11][C:12]=1[CH3:13])[C:9](=O)[CH2:8][CH2:7][C:6]2([CH3:16])[CH3:15].[CH3:17][CH2:18][Mg+].[Br-]>>[CH2:17]([C:9]1[C:10]2[C:5](=[CH:4][C:3]([O:2][CH3:1])=[C:12]([CH3:13])[CH:11]=2)[C:6]([CH3:16])([CH3:15])[CH2:7][CH:8]=1)[CH3:18] |f:1.2|. Procedure: Following General Procedure F, 6-methoxy-4,4,7-trimethyl-3,4-dihydro-2H-naphthalen-1-one (compound 30, 1.0 g, 4.6 mmol) was reacted with a solution of 3M EtMgBr (8 mL, 23.0 mmol), and the crude product was purified by flash column (hexane:ethyl acetate=96:4) to give 0.42 g (40%) of the title compound as a clear oil. PNMR (300 MHz, CDCl3) δ 1.36 (t, 3H, J=6.0 Hz), 1.46 (s, 6H), 2.35 (d, 2H, J=4.5 Hz), 2.42 (s, 3H), 2.65 (q, 2H, J=7.5 Hz), 4.03 (s, 3H), 5.82 (t, 1H, J=2.5 Hz), 7.02 (s, 1H), 7.28 (... The reactants are O=CO, O=C(O)C1CCC(C(=O)c2cccc(Cl)c2)CC1, Cl. Yields the product O=C(O)C1CCC(Cc2cccc(Cl)c2)CC1. RXN SMILES: [CH:20]([OH:21])=[O:22].[Cl:2][c:3]1[cH:4][c:5]([C:6](=[O:7])[CH:8]2[CH2:9][CH2:10][CH:11]([C:14](=[O:15])[OH:16])[CH2:12][CH2:13]2)[cH:17][cH:18][cH:19]1.[ClH:1]>>[Cl:2][c:3]1[cH:4][c:5]([CH2:6][CH:8]2[CH2:9][CH2:10][CH:11]([C:14](=[O:15])[OH:16])[CH2:12][CH2:13]2)[cH:17][cH:18][cH:19]1.